This data is from the Open Reaction Database (ORD), a public repository of structured organic reaction records. The task is: describe an organic reaction: reactants, conditions, products, and yield Starting materials: COC=1C=C(C=CC1)Br (3-methoxybromobenzene), [Mg] (magnesium), O1CCCC1 (tetrahydrofuran), C(CC)(=O)OC(CC)=O (propionic anhydride), [Cl-].[NH4+] (ammonium chloride). Run in C(C)OCC (diethyl ether). Run at temperature -70 celsius. Product: COC=1C=C(C=CC1)[Mg]Br (3-methoxyphenylmagnesium bromide), COCCC(=O)C1=CC=CC=C1 (3-methoxypropiophenone). RXN SMILES: CO[C:3]1[CH:4]=[C:5]([Br:9])[CH:6]=[CH:7][CH:8]=1.[Mg:10].[C:11]([O:15][C:16](=O)[CH2:17][CH3:18])(=[O:14])CC.[Cl-].[NH4+].[O:22]1[CH2:26][CH2:25][CH2:24][CH2:23]1>C(OCC)C>[CH3:11][O:15][C:16]1[CH:17]=[C:18]([Mg:10][Br:9])[CH:23]=[CH:24][CH:25]=1.[CH3:23][O:22][CH2:26][CH2:25][C:24]([C:3]1[CH:4]=[CH:5][CH:6]=[CH:7][CH:8]=1)=[O:14] |f:3.4|. Reported procedure: A solution of 3-methoxyphenylmagnesium bromide in tetrahydrofuran (500 ml) was prepared from 3-methoxybromobenzene (187 g) and magnesium turnings (24 g) and was added over 1.5 hours to a mixture of propionic anhydride (260 g) and diethyl ether (500 ml) which had been cooled to -70° C. A saturated aqueous solution of ammonium chloride (500 ml) was added and the mixture was allowed to warm to ambient temperature. The organic layer was separated and washed in turn with a dilute aqueous sodium hydro... Reactants: [OH-].[K+] (Potassium hydroxide), C(#N)CC1=CC=CC=2C(=COC21)C2=CC=C(C=C2)F (7-cyanomethyl-3-(4-fluorophenyl)benzofuran), C(C)O (ethanol). Yields the product FC1=CC=C(C=C1)C1=C(OC=2C(C=CC2)=C1)CC(=O)O (3-(4 -fluorophenyl)-7-benzofuranacetic acid). As a reaction SMILES: [OH-:1].[K+].C(C[C:6]1[C:14]2[O:13][CH:12]=[C:11]([C:15]3[CH:20]=[CH:19][C:18]([F:21])=[CH:17][CH:16]=3)[C:10]=2[CH:9]=[CH:8][CH:7]=1)#N.[CH2:22]([OH:24])[CH3:23]>>[F:21][C:18]1[CH:17]=[CH:16][C:15]([C:11]2[CH:10]=[C:9]3[CH:8]=[CH:7][CH:6]=[C:14]3[O:13][C:12]=2[CH2:23][C:22]([OH:1])=[O:24])=[CH:20][CH:19]=1 |f:0.1|. Procedure: Potassium hydroxide (85%, 49 g.), 7-cyanomethyl-3-(4-fluorophenyl)benzofuran (48.8 g., 0.194 mole) and 95% ethanol (500 ml.) are mixed and heated at reflux temperature overnight under a nitrogen atmosphere. The mixture is then concentrated by evaporation in vacuo, diluted with water and extracted with diethyl ether. The aqueous phase is filtered, then acidified by the slow addition of hydrochloric acid. The solid is collected by filtration and recrystallized from aqueous ethanol (65%) with treat... Starting materials: O=c1c([N+](=O)[O-])cc(-c2ccc(-c3cccc4c3oc3ccccc34)cc2)cn1Cc1ccccc1, CCO, CCOC(C)=O, CN(C)C=O, O. Product: Nc1cc(-c2ccc(-c3cccc4c3oc3ccccc34)cc2)cn(Cc2ccccc2)c1=O. As a reaction SMILES: [CH2:1]([c:2]1[cH:3][cH:4][cH:5][cH:6][cH:7]1)[n:8]1[c:9](=[O:36])[c:10]([N+:33]([O-:34])=[O:35])[cH:11][c:12](-[c:14]2[cH:15][cH:16][c:17](-[c:20]3[cH:21][cH:22][cH:23][c:24]4[c:25]3[o:26][c:27]3[c:28]4[cH:29][cH:30][cH:31][cH:32]3)[cH:18][cH:19]2)[cH:13]1.[CH3:37][CH2:38][OH:39].[CH3:46][CH2:47][O:48][C:49](=[O:50])[CH3:51].[O:40]=[CH:41][N:42]([CH3:43])[CH3:44].[OH2:45]>>[CH2:1]([c:2]1[cH:3][cH:4][cH:5][cH:6][cH:7]1)[n:8]1[c:9](=[O:36])[c:10]([NH2:33])[cH:11][c:12](-[c:14]2[cH:15][cH:16][c:17](-[c:20]3[cH:21][cH:22][cH:23][c:24]4[c:25]3[o:26][c:27]3[c:28]4[cH:29][cH:30][cH:31][cH:32]3)[cH:18][cH:19]2)[cH:13]1. Reactants: C(C)(=O)O[BH-](OC(C)=O)OC(C)=O.[Na+] (sodium triacetoxyborohydride), N1N=CC2=CC(=CC=C12)NC1CCC(CC1)=O (4-(1H-5-Indazolylamino)-1-cyclohexanone), N1N=CC2=CC(=CC=C12)NC1CCC(CC1)=O (4-(1H-5-Indazolylamino)-1-cyclohexanone), C1(CCCCCC1)N (cycloheptylamine), Cl.CO (Hydrochloric acid methanol). The solvent is CO (methanol). Reaction conditions: time 18 hour. Yields the product C1(CCCCCC1)NC1CCC(CC1)NC=1C=C2C=NNC2=CC1 (N1-Cycloheptyl-N4-(1H-5-indazolyl)-1,4-cyclohexanediamine). Isolated yield 24.6%. As a reaction SMILES: [NH:1]1[C:9]2[C:4](=[CH:5][C:6]([NH:10][CH:11]3[CH2:16][CH2:15][C:14](=O)[CH2:13][CH2:12]3)=[CH:7][CH:8]=2)[CH:3]=[N:2]1.[CH:18]1([NH2:25])[CH2:24][CH2:23][CH2:22][CH2:21][CH2:20][CH2:19]1.C(O[BH-](OC(=O)C)OC(=O)C)(=O)C.[Na+].Cl.CO>CO>[CH:18]1([NH:25][CH:14]2[CH2:15][CH2:16][CH:11]([NH:10][C:6]3[CH:5]=[C:4]4[C:9](=[CH:8][CH:7]=3)[NH:1][N:2]=[CH:3]4)[CH2:12][CH2:13]2)[CH2:24][CH2:23][CH2:22][CH2:21][CH2:20][CH2:19]1 |f:2.3,4.5|. Procedure details: 4-(1H-5-Indazolylamino)-1-cyclohexanone (intermediate 3) (57 mg) and cycloheptylamine (57 mg) were dissolved in methanol (1 ml), and sodium triacetoxyborohydride (105 mg) was added by portions to the solution at room temperature. The reaction mixture was stirred at room temperature for 18 hr. Hydrochloric acid-methanol was then added thereto, and the reaction mixture was stirred and was then concentrated. The residue was purified by HPLC [0.5% aqueous trifluoroacetic acid solution/acetonitrile].... Starting materials: BrCCCCCCCNC1=CC=C(C=C1)O (4-[(7-bromoheptyl)amino]phenol), [C-]#N.[Na+] (sodium cyanide). The solvent is CS(=O)C (DMSO). The product is OC1=CC=C(C=C1)NCCCCCCCC#N (8-[(4-Hydroxyphenyl)amino]octanenitrile). Yield: 80.0%. As a reaction SMILES: Br[CH2:2][CH2:3][CH2:4][CH2:5][CH2:6][CH2:7][CH2:8][NH:9][C:10]1[CH:15]=[CH:14][C:13]([OH:16])=[CH:12][CH:11]=1.[C-:17]#[N:18].[Na+]>CS(C)=O>[OH:16][C:13]1[CH:14]=[CH:15][C:10]([NH:9][CH2:8][CH2:7][CH2:6][CH2:5][CH2:4][CH2:3][CH2:2][C:17]#[N:18])=[CH:11][CH:12]=1 |f:1.2|. Procedure: 8-[(4-Hydroxyphenyl)amino]octanenitrile was prepared in 80% yield from 33.2 g [0.11 mol] of 4-[(7-bromoheptyl)amino]phenol and 26.5 g (0.52 mol) of sodium cyanide by the first procedure of Example 2, part d, except that DMSO was used in place of DMF as the solvent. Starting materials: Cl (hydrochloric acid), cupric chloride, BrC1=C(N)C(=CC(=C1F)F)[N+](=O)[O-] (2 -bromo-3,4-difluoro-6-nitroaniline), C(C)(C)(C)ON=O (t-butylnitrite). The solvent is C(C)#N (acetonitrile). Conditions: time 8 minute. The product is BrC=1C(=C(C=C(C1F)F)[N+](=O)[O-])Cl (3-Bromo-2-chloro-4,5-difluoronitrobenzene). RXN SMILES: [Br:1][C:2]1[C:8]([F:9])=[C:7]([F:10])[CH:6]=[C:5]([N+:11]([O-:13])=[O:12])[C:3]=1N.C(ON=O)(C)(C)C.[ClH:21]>C(#N)C>[Br:1][C:2]1[C:3]([Cl:21])=[C:5]([N+:11]([O-:13])=[O:12])[CH:6]=[C:7]([F:10])[C:8]=1[F:9]. Reported procedure: To a mixture of anhydrous cupric chloride (3.1 g) and 2 -bromo-3,4-difluoro-6-nitroaniline (4.6 g) in anhydrous acetonitrile (30 ml) was added t-butylnitrite (2.8 g) dropwise at 51° to 56° C. during 5 minutes. After stirring for 8 minutes at the same temperature, the reaction mixture was poured into chilled 10% diluted hydrochloric acid (30 ml) and extracted with benzene. The organic layer was washed with diluted hydrochloric acid and with water successively, dried over anhydrous sodium sulfate ...